From a dataset of the Open Reaction Database (ORD), a public repository of structured organic reaction records. describe an organic reaction: reactants, conditions, products, and yield Reactants: ClC(=O)OC (Methyl chloroformate), C1(=CC=CC=C1)N=CC=1SC=CC1C (3-methylthiophene-2-aldehyde phenylimine), C(C=C)(=O)OC (methyl acrylate), C(C)(C)N(CC)C(C)C (diisopropyl ethylamine). The solvent is C=1(C(=CC=CC1)C)C (xylene). Yields the product COC(=O)C1CCC2=C(SC=C2)C1N(C1=CC=CC=C1)C(=O)OC (N-methoxycarbonyl-N-phenyl-7-amino-4,5,6,7-tetrahydrobenzo[b]thiophene-6-carboxylic acid methyl ester). Isolated yield 96.9%. RXN SMILES: [C:1]1([N:7]=[CH:8][C:9]2[S:10][CH:11]=[CH:12][C:13]=2[CH3:14])[CH:6]=[CH:5][CH:4]=[CH:3][CH:2]=1.[C:15]([O:19][CH3:20])(=[O:18])[CH:16]=[CH2:17].C(N(C(C)C)CC)(C)C.Cl[C:31]([O:33][CH3:34])=[O:32]>C1(C)C(C)=CC=CC=1>[CH3:20][O:19][C:15]([CH:16]1[CH:8]([N:7]([C:31]([O:33][CH3:34])=[O:32])[C:1]2[CH:2]=[CH:3][CH:4]=[CH:5][CH:6]=2)[C:9]2[S:10][CH:11]=[CH:12][C:13]=2[CH2:14][CH2:17]1)=[O:18]. Reported procedure: 3-methylthiophene-2-aldehyde phenylimine (50 g, 0.248 mol), methyl acrylate (224 ml, 2.48 mol) and diisopropyl ethylamine (173 ml, 0.993 mol) were mixed in xylene (1000 ml) and stirred under ice cooling. Methyl chloroformate (76.8 ml, 0.993 mol) was added to the mixture. After completing the addition, the reaction mixture was heated under reflux for 3 hours and then allowed to cool to room temperature. The reaction mixture was washed with an aqueous solution of sodium hydrogen carbonate and an a... The reactants are C(Cl)Cl (methylene chloride), C(C)(C)C1=CC(=C(C(=O)O)C=C1)OCOC (4-isopropyl-2-methoxymethoxy-benzoic acid), C[Si](C)(C)C=[N+]=[N-] (trimethylsilyldiazomethane), CO (Methanol). Solvent: CC(=O)O (HOAc), CCCCCC (hexane). Reaction conditions: time 2 hour. Yields the product C(C)(C)C1=CC(=C(C(=O)OC)C=C1)OCOC (Methyl 4-isopropyl-2-methoxymethoxybenzoate). As a reaction SMILES: C(Cl)Cl.[CH:4]([C:7]1[CH:15]=[CH:14][C:10]([C:11]([OH:13])=[O:12])=[C:9]([O:16][CH2:17][O:18][CH3:19])[CH:8]=1)([CH3:6])[CH3:5].CO.[CH3:22][Si](C=[N+]=[N-])(C)C>CC(O)=O.CCCCCC>[CH:4]([C:7]1[CH:15]=[CH:14][C:10]([C:11]([O:13][CH3:22])=[O:12])=[C:9]([O:16][CH2:17][O:18][CH3:19])[CH:8]=1)([CH3:6])[CH3:5]. Reported procedure: Into methylene chloride (40 mL) was dissolved 4-isopropyl-2-methoxymethoxy-benzoic acid (6.0 g, 26.8 mmol). Methanol (10 mL) was added, followed by the dropwise addition of 2 M hexane solution of trimethylsilyldiazomethane (14.7 mL). After 2 h, HOAc (0.5 mL) was added and the solvent was removed under vacuum, giving the title compound as an oil, which was used in next step without further purification. As a reaction SMILES: [CH3:1][O:2][C:3](=[O:4])[c:5]1[cH:6][c:7]2[c:8]([n:9][c:10]([NH:13][c:14]3[cH:15][cH:16][c:17]([N:20]4[CH2:21][CH2:22][N:23]([C:26]([CH3:27])=[O:28])[CH2:24][CH2:25]4)[cH:18][cH:19]3)[n:11][cH:12]2)[n:29]1[CH:30]([CH2:31][CH3:32])[CH2:33][CH3:34].[CH3:37][OH:38].[Li+:36].[OH-:35]>>[O:2]=[C:3]([OH:4])[c:5]1[cH:6][c:7]2[c:8]([n:9][c:10]([NH:13][c:14]3[cH:15][cH:16][c:17]([N:20]4[CH2:21][CH2:22][N:23]([C:26]([CH3:27])=[O:28])[CH2:24][CH2:25]4)[cH:18][cH:19]3)[n:11][cH:12]2)[n:29]1[CH:30]([CH2:31][CH3:32])[CH2:33][CH3:34]. The reactants are CCC(CC)n1c(C(=O)OC)cc2cnc(Nc3ccc(N4CCN(C(C)=O)CC4)cc3)nc21, CO, [Li+], [OH-]. Yields the product CCC(CC)n1c(C(=O)O)cc2cnc(Nc3ccc(N4CCN(C(C)=O)CC4)cc3)nc21. Reactants: COC(CCC1(OCCO1)C1=CC(=CC=C1)C(F)(F)F)=O (3-[2-(3-trifluoromethylphenyl)-[1,3]dioxolan-2-yl]propionic acid methyl ester), C(C)(C)NC(C)C (Diisopropylamine), [Li]CCCC (n-BuLi), C(C=C)Br (Allyl bromide), CN(C)P(=O)(N(C)C)N(C)C (HMPA). Solvent: C1CCOC1 (THF), CCOC(=O)C (EtOAc), C1CCOC1 (THF). Reaction conditions: temperature -78 celsius, time 40 minute. Product: COC(C(CC=C)CC1(OCCO1)C1=CC(=CC=C1)C(F)(F)F)=O (2-[2-(3-trifluoromethylphenyl)-[1,3]dioxolan-2-ylmethyl]pent-4-enoic acid methyl ester). Yield: 59.4%. Reaction SMILES: [CH:1](NC(C)C)([CH3:3])[CH3:2].[Li]CCCC.[CH3:13][O:14][C:15](=[O:33])[CH2:16][CH2:17][C:18]1([C:23]2[CH:28]=[CH:27][CH:26]=[C:25]([C:29]([F:32])([F:31])[F:30])[CH:24]=2)[O:22][CH2:21][CH2:20][O:19]1.C(Br)C=C.CN(P(N(C)C)(N(C)C)=O)C>C1COCC1.CCOC(C)=O>[CH3:13][O:14][C:15](=[O:33])[CH:16]([CH2:17][C:18]1([C:23]2[CH:28]=[CH:27][CH:26]=[C:25]([C:29]([F:31])([F:32])[F:30])[CH:24]=2)[O:22][CH2:21][CH2:20][O:19]1)[CH2:3][CH:1]=[CH2:2]. Reported procedure: Diisopropylamine (1.74 mL, 12.5 mmol) was dissolved in THF (6.2 mL) under a nitrogen atmosphere and cooled to −78° C. A solution of n-BuLi (2.5 M in hexanes, 5.3 mL) was added dropwise, keeping the temperature below −67° C. The reaction was warmed to −15° C. for 15 min, then cooled back down to −78° C. A solution of 3-[2-(3-trifluoromethylphenyl)-[1,3]dioxolan-2-yl]propionic acid methyl ester (2.71 g, 8.90 mmol) in THF (1.5 mL) was added and the mixture was stirred for 40 min. Allyl bromide (0.9... Reactants: O=C([O-])O, CCn1ncc2c(NC3CCN(C(=O)OC(C)(C)C)CC3)c(C3=NOC4(CCCC4)C3)cnc21, ClCCl, [Na+], O=C(O)C(F)(F)F. Product: CCn1ncc2c(NC3CCNCC3)c(C3=NOC4(CCCC4)C3)cnc21. Reaction SMILES: [C:42](=[O:43])([OH:44])[O-:45].[CH2:1]([CH3:2])[n:3]1[n:4][cH:5][c:6]2[c:7]1[n:8][cH:9][c:10]([C:26]1=[N:27][O:28][C:29]3([CH2:30]1)[CH2:31][CH2:32][CH2:33][CH2:34]3)[c:11]2[NH:12][CH:13]1[CH2:14][CH2:15][N:16]([C:19]([O:20][C:21]([CH3:22])([CH3:23])[CH3:24])=[O:25])[CH2:17][CH2:18]1.[Cl:47][CH2:48][Cl:49].[Na+:46].[OH:35][C:36]([C:37]([F:38])([F:39])[F:40])=[O:41]>>[CH2:1]([CH3:2])[n:3]1[n:4][cH:5][c:6]2[c:7]1[n:8][cH:9][c:10]([C:26]1=[N:27][O:28][C:29]3([CH2:30]1)[CH2:31][CH2:32][CH2:33][CH2:34]3)[c:11]2[NH:12][CH:13]1[CH2:14][CH2:15][NH:16][CH2:17][CH2:18]1. The reactants are CNC1=CC=CC=C1 (N-methylaniline), CC1N(CCC2=CC=CC=C12)C1=NC(=NC(=C1)CCC)Cl (4-(1-methyl-1,2,3,4-tetrahydroisoquinolin-2-yl)-6-propyl-2-chloropyrimidine). Solvent: CN(C=O)C (dimethylformamide). The product is Cl.CN(C1=NC(=CC(=N1)N1C(C2=CC=CC=C2CC1)C)CCC)C1=CC=CC=C1 (2-(N-methylphenylamino)-4-(1-methyl-1,2,3,4-tetrahydroisoquinolin-2-yl)-6-propylpyrimidine hydrochloride). The yield is 73.7%. RXN SMILES: [CH3:1][NH:2][C:3]1[CH:8]=[CH:7][CH:6]=[CH:5][CH:4]=1.[CH3:9][CH:10]1[C:19]2[C:14](=[CH:15][CH:16]=[CH:17][CH:18]=2)[CH2:13][CH2:12][N:11]1[C:20]1[CH:25]=[C:24]([CH2:26][CH2:27][CH3:28])[N:23]=[C:22]([Cl:29])[N:21]=1>CN(C)C=O>[ClH:29].[CH3:1][N:2]([C:3]1[CH:8]=[CH:7][CH:6]=[CH:5][CH:4]=1)[C:22]1[N:21]=[C:20]([N:11]2[CH2:12][CH2:13][C:14]3[C:19](=[CH:18][CH:17]=[CH:16][CH:15]=3)[CH:10]2[CH3:9])[CH:25]=[C:24]([CH2:26][CH2:27][CH3:28])[N:23]=1 |f:3.4|. Procedure: After N-methylaniline(0.27 ml, 2.49 mmol) was added to a mixture solution of 4-(1-methyl-1,2,3,4-tetrahydroisoquinolin-2-yl)-6-propyl-2-chloropyrimidine(0.5 g, 1.66 mmol) and dimethylformamide (5 ml), 0.5 g of the title compound was obtained in accordance with the same procedure as in Step 2 of Example 1.